From a dataset of the Open Reaction Database (ORD), a public repository of structured organic reaction records. describe an organic reaction: reactants, conditions, products, and yield Reactants: C(C)C1C(CCC(C(OC(C2CCCCN2C(C(C2(C(CC(C(C(CC(CC(=C1)C)C)OC)O2)OC)C)O)=O)=O)=O)C(=CC2CC(C(CC2)N)OCC)C)C)=O (17-ethyl-1-hydroxy-12-[2'-(4"-amino-3"-ethoxycyclohexyl)-1'-methylvinyl]-23,25-dimethoxy-13,19,21,27-tetramethyl-11,28-dioxa-4-azatricyclo[22.3.1.04,9 ]octacos-18-ene-2,3,10,16-tetraone), C(C)(=O)OCC(=O)Cl (acetoxyacetyl chloride). Solvent: C(Cl)Cl (methylene chloride), C(Cl)Cl (methylene chloride). Run at temperature 0 celsius, time 30 minute. The product is C(C)C1C(CCC(C(OC(C2CCCCN2C(C(C2(C(CC(C(C(CC(CC(=C1)C)C)OC)O2)OC)C)O)=O)=O)=O)C(=CC2CC(C(CC2)NC(COC(C)=O)=O)OCC)C)C)=O (17-Ethyl-1-hydroxy-12-[2'-(4"-acetoxyacetylamino-3"-ethoxycyclohexyl)-1'-methylvinyl]-23,25-dimethoxy-13,19,21,27-tetramethyl-11,28-dioxa-4-azatricyclo-[22.3.1.04,9 ]octacos-18-ene-2,3,10,16-tetraone). As a reaction SMILES: [CH2:1]([CH:3]1[CH:29]=[C:28]([CH3:30])[CH2:27][CH:26]([CH3:31])[CH2:25][CH:24]([O:32][CH3:33])[CH:23]2[O:34][C:19]([OH:38])([CH:20]([CH3:37])[CH2:21][CH:22]2[O:35][CH3:36])[C:18](=[O:39])[C:17](=[O:40])[N:16]2[CH:11]([CH2:12][CH2:13][CH2:14][CH2:15]2)[C:10](=[O:41])[O:9][CH:8]([C:42]([CH3:54])=[CH:43][CH:44]2[CH2:49][CH2:48][CH:47]([NH2:50])[CH:46]([O:51][CH2:52][CH3:53])[CH2:45]2)[CH:7]([CH3:55])[CH2:6][CH2:5][C:4]1=[O:56])[CH3:2].[C:57]([O:60][CH2:61][C:62](Cl)=[O:63])(=[O:59])[CH3:58]>C(Cl)Cl>[CH2:1]([CH:3]1[CH:29]=[C:28]([CH3:30])[CH2:27][CH:26]([CH3:31])[CH2:25][CH:24]([O:32][CH3:33])[CH:23]2[O:34][C:19]([OH:38])([CH:20]([CH3:37])[CH2:21][CH:22]2[O:35][CH3:36])[C:18](=[O:39])[C:17](=[O:40])[N:16]2[CH:11]([CH2:12][CH2:13][CH2:14][CH2:15]2)[C:10](=[O:41])[O:9][CH:8]([C:42]([CH3:54])=[CH:43][CH:44]2[CH2:49][CH2:48][CH:47]([NH:50][C:62](=[O:63])[CH2:61][O:60][C:57](=[O:59])[CH3:58])[CH:46]([O:51][CH2:52][CH3:53])[CH2:45]2)[CH:7]([CH3:55])[CH2:6][CH2:5][C:4]1=[O:56])[CH3:2]. Procedure: A solution of 17-ethyl-1-hydroxy-12-[2'-(4"-amino-3"-ethoxycyclohexyl)-1'-methylvinyl]-23,25-dimethoxy-13,19,21,27-tetramethyl-11,28-dioxa-4-azatricyclo[22.3.1.04,9 ]octacos-18-ene-2,3,10,16-tetraone (40 mg) in dry methylene chloride (0.4 ml) is cooled to 0° C. To this solution is added a solution of acetoxyacetyl chloride (9 mg) in methylene chloride (0.5 ml). The reaction mixture is stirred at 0° C. for 30 minutes, and quenched with a drop of methanol. Purification by preparative tlc on silica... Starting materials: [OH-].[Na+] (sodium hydroxide), COC(CCN(C(C)C)C(C1=CC(=CC(=C1)OC)Cl)=O)=O (3-[(3-chloro-5-methoxy-benzoyl)-isopropyl-amino]-propionic acid methyl ester), Cl (hydrochloric acid). Run in O1CCOCC1 (1,4-dioxan). Product: ClC=1C=C(C(=O)N(CCC(=O)O)C(C)C)C=C(C1)OC (3-[(3-Chloro-5-methoxy-benzoyl)-isopropyl-amino]-propionic acid). Yield: 98.4%. Reaction SMILES: [OH-].[Na+].C[O:4][C:5](=[O:23])[CH2:6][CH2:7][N:8]([C:12](=[O:22])[C:13]1[CH:18]=[C:17]([O:19][CH3:20])[CH:16]=[C:15]([Cl:21])[CH:14]=1)[CH:9]([CH3:11])[CH3:10].Cl>O1CCOCC1>[Cl:21][C:15]1[CH:14]=[C:13]([CH:18]=[C:17]([O:19][CH3:20])[CH:16]=1)[C:12]([N:8]([CH:9]([CH3:11])[CH3:10])[CH2:7][CH2:6][C:5]([OH:23])=[O:4])=[O:22] |f:0.1|. Reported procedure: 2M Aqueous sodium hydroxide (4.5 ml) was added to a stirred solution of 3-[(3-chloro-5-methoxy-benzoyl)-isopropyl-amino]-propionic acid methyl ester (1.50 g) in 1,4-dioxan (30 ml). 2M aqueous hydrochloric acid (4.5 ml) was added after 20 h. The reaction mixture was evaporated and the residue partitioned between ethyl acetate and water. The aqueous layer was removed and the organic phase was dried with brine and over sodium sulphate and then concentrated under reduced pressure to give the title c... Reactants: CCO, [Cl-], [Fe], O=[N+]([O-])c1cccc2c1cnn2CCN1CCCCC1, [NH4+], O. Yields the product Nc1cccc2c1cnn2CCN1CCCCC1. Reaction SMILES: [CH3:24][CH2:25][OH:26].[Cl-:21].[Fe:23].[N+:1]([O-:2])(=[O:3])[c:4]1[c:5]2[cH:6][n:7][n:8]([CH2:13][CH2:14][N:15]3[CH2:16][CH2:17][CH2:18][CH2:19][CH2:20]3)[c:9]2[cH:10][cH:11][cH:12]1.[NH4+:22].[OH2:27]>>[NH2:1][c:4]1[c:5]2[cH:6][n:7][n:8]([CH2:13][CH2:14][N:15]3[CH2:16][CH2:17][CH2:18][CH2:19][CH2:20]3)[c:9]2[cH:10][cH:11][cH:12]1. Reactants: ClCCCCOC=1C=CC2=C(C(OC(N2)=O)(C)C)C1 (6-(4-chlorobutoxy)-4,4-dimethyl-4H-3,1-benzoxazin-2-one), COC=1C=C(C=CC1OC)S (3,4-dimethoxy-thiophenol). Yields the product COC=1C=C(C=CC1OC)SCCCCOC=1C=CC2=C(C(OC(N2)=O)(C)C)C1 (6-[4-(3,4-Dimethoxy-phenylmercapto)-butoxy]-4,4-dimethyl-4H-3,1-benzoxazin-2-one). Reaction SMILES: Cl[CH2:2][CH2:3][CH2:4][CH2:5][O:6][C:7]1[CH:8]=[CH:9][C:10]2[NH:15][C:14](=[O:16])[O:13][C:12]([CH3:18])([CH3:17])[C:11]=2[CH:19]=1.[CH3:20][O:21][C:22]1[CH:23]=[C:24]([SH:30])[CH:25]=[CH:26][C:27]=1[O:28][CH3:29]>>[CH3:20][O:21][C:22]1[CH:23]=[C:24]([S:30][CH2:2][CH2:3][CH2:4][CH2:5][O:6][C:7]2[CH:8]=[CH:9][C:10]3[NH:15][C:14](=[O:16])[O:13][C:12]([CH3:18])([CH3:17])[C:11]=3[CH:19]=2)[CH:25]=[CH:26][C:27]=1[O:28][CH3:29]. Reported procedure: Prepared analogously to Example 1 from 6-(4-chlorobutoxy)-4,4-dimethyl-4H-3,1-benzoxazin-2-one and 3,4-dimethoxy-thiophenol. Reactants: BrB(Br)Br, COC(=O)C(CCOCc1ccccc1)N1CC(C)N(c2ccc(Cl)c(Cl)c2)CCC1=O. Reaction SMILES: [B:33]([Br:34])([Br:35])[Br:36].[CH3:1][O:2][C:3]([CH:4]([CH2:5][CH2:6][O:7][CH2:8][c:9]1[cH:10][cH:11][cH:12][cH:13][cH:14]1)[N:15]1[CH2:16][CH:17]([CH3:31])[N:18]([c:23]2[cH:24][c:25]([Cl:30])[c:26]([Cl:29])[cH:27][cH:28]2)[CH2:19][CH2:20][C:21]1=[O:22])=[O:32]>>[CH3:1][O:2][C:3]([CH:4]([CH2:5][CH2:6][OH:7])[N:15]1[CH2:16][CH:17]([CH3:31])[N:18]([c:23]2[cH:24][c:25]([Cl:30])[c:26]([Cl:29])[cH:27][cH:28]2)[CH2:19][CH2:20][C:21]1=[O:22])=[O:32]. Yields the product COC(=O)C(CCO)N1CC(C)N(c2ccc(Cl)c(Cl)c2)CCC1=O.